From a dataset of the Open Reaction Database (ORD), a public repository of structured organic reaction records. describe an organic reaction: reactants, conditions, products, and yield The reactants are C1CCOC1, CCN(C(C)C)C(C)C, Nc1cnc2c(c1)CC1(C2)C(=O)Nc2ncccc21, [Na+], O=C([O-])Cn1c(=O)n2c3c(cccc31)NC(=O)C2. Product: O=C(Cn1c(=O)n2c3c(cccc31)NC(=O)C2)Nc1cnc2c(c1)CC1(C2)C(=O)Nc2ncccc21. As a reaction SMILES: [CH2:48]1[O:49][CH2:50][CH2:51][CH2:52]1.[CH:39]([N:40]([CH2:41][CH3:42])[CH:43]([CH3:44])[CH3:45])([CH3:46])[CH3:47].[NH2:20][c:21]1[cH:22][c:23]2[c:24]([n:25][cH:26]1)[CH2:27][C:28]1([CH2:29]2)[C:30](=[O:38])[NH:31][c:32]2[n:33][cH:34][cH:35][cH:36][c:37]21.[Na+:19].[O:1]=[c:2]1[n:3]([CH2:15][C:16](=[O:17])[O-:18])[c:4]2[c:5]3[n:6]1[CH2:7][C:8](=[O:14])[NH:9][c:10]3[cH:11][cH:12][cH:13]2>>[O:1]=[c:2]1[n:3]([CH2:15][C:16](=[O:18])[NH:20][c:21]2[cH:22][c:23]3[c:24]([n:25][cH:26]2)[CH2:27][C:28]2([CH2:29]3)[C:30](=[O:38])[NH:31][c:32]3[n:33][cH:34][cH:35][cH:36][c:37]32)[c:4]2[c:5]3[n:6]1[CH2:7][C:8](=[O:14])[NH:9][c:10]3[cH:11][cH:12][cH:13]2. Starting materials: O=C([O-])[O-], NC1CCc2[nH]c3ccc(OCc4ccccc4)cc3c2C1, Cn1cc(CCOS(C)(=O)=O)cn1, CC#N, CN(C)c1ccncc1, [K+], [K+]. Yields the product Cn1cc(CCNC2CCc3[nH]c4ccc(OCc5ccccc5)cc4c3C2)cn1. Reaction SMILES: [C:23](=[O:24])([O-:25])[O-:26].[CH2:1]([c:2]1[cH:3][cH:4][cH:5][cH:6][cH:7]1)[O:8][c:9]1[cH:10][c:11]2[c:12]3[c:17]([nH:18][c:19]2[cH:20][cH:21]1)[CH2:16][CH2:15][CH:14]([NH2:22])[CH2:13]3.[CH3:29][n:30]1[n:31][cH:32][c:33]([CH2:35][CH2:36][O:37][S:38]([CH3:39])(=[O:40])=[O:41])[cH:34]1.[CH3:42][C:43]#[N:44].[CH3:45][N:46]([CH3:47])[c:48]1[cH:49][cH:50][n:51][cH:52][cH:53]1.[K+:27].[K+:28]>>[CH2:1]([c:2]1[cH:3][cH:4][cH:5][cH:6][cH:7]1)[O:8][c:9]1[cH:10][c:11]2[c:12]3[c:17]([nH:18][c:19]2[cH:20][cH:21]1)[CH2:16][CH2:15][CH:14]([NH:22][CH2:36][CH2:35][c:33]1[cH:32][n:31][n:30]([CH3:29])[cH:34]1)[CH2:13]3. The reactants are FC(C=1C=C(C=C(C1)C(F)(F)F)NC(=C(C#N)S(=O)(=O)C1=CC=C(C=C1)Cl)SC)(F)F (3-(3,5-Bis(trifluoromethyl)phenylamino)-2-(4-chloro-phenylsulfonyl)-3-methylsulfanyl-2-propenenitrile), CC(CC)(C)N (1,1-dimethylpropylamine). Product: FC(C=1C=C(C=C(C1)C(F)(F)F)NC(=C(C#N)S(=O)(=O)C1=CC=C(C=C1)Cl)NC(CC)(C)C)(F)F (3-[3,5-Bis(trifluoromethyl)phenylamino]-2-(4-chlorophenylsulfonyl)-3-(1,1-dimethylpropylamino)-2-propenenitrile). Isolated yield 8.0%. RXN SMILES: [F:1][C:2]([F:31])([F:30])[C:3]1[CH:4]=[C:5]([NH:13][C:14](SC)=[C:15]([S:18]([C:21]2[CH:26]=[CH:25][C:24]([Cl:27])=[CH:23][CH:22]=2)(=[O:20])=[O:19])[C:16]#[N:17])[CH:6]=[C:7]([C:9]([F:12])([F:11])[F:10])[CH:8]=1.[CH3:32][C:33]([NH2:37])([CH3:36])[CH2:34][CH3:35]>>[F:31][C:2]([F:30])([F:1])[C:3]1[CH:4]=[C:5]([NH:13][C:14]([NH:37][C:33]([CH3:36])([CH3:32])[CH2:34][CH3:35])=[C:15]([S:18]([C:21]2[CH:22]=[CH:23][C:24]([Cl:27])=[CH:25][CH:26]=2)(=[O:19])=[O:20])[C:16]#[N:17])[CH:6]=[C:7]([C:9]([F:11])([F:10])[F:12])[CH:8]=1. Procedure: 3-(3,5-Bis(trifluoromethyl)phenylamino)-2-(4-chloro-phenylsulfonyl)-3-methylsulfanyl-2-propenenitrile (0.300 g, 0.6 mmol) was stirred in 1,1-dimethylpropylamine (1 ml) for 40 h at 60° C. and for 43 h at 110° C. under nitrogen. The reaction mixture was concentrated and the residue dissolved in DCM, washed twice with 1N aqueous HCl and once with water. The organic phase was dried (sodium sulfate) and concentrated. The residue was purified by flash chromatography using from ethyl acetate/heptane 1:... Starting materials: F[B-](F)(F)F, CC(C)(C)OC(=O)N1CCOC(c2ccc(N)c(F)c2)C1, C1CCOC1, CN1CCOCC1, O=C(O)c1n[nH]c2cc(F)ccc12, CN(C)C=O, CN(C)C(On1nnc2ccccc21)=[N+](C)C. Product: CC(C)(C)OC(=O)N1CCOC(c2ccc(NC(=O)c3n[nH]c4cc(F)ccc34)c(F)c2)C1. RXN SMILES: [B-:29]([F:30])([F:31])([F:32])[F:33].[C:1]([CH3:2])([CH3:3])([CH3:4])[O:5][C:6](=[O:7])[N:8]1[CH2:9][CH:10]([c:14]2[cH:15][c:16]([F:21])[c:17]([NH2:20])[cH:18][cH:19]2)[O:11][CH2:12][CH2:13]1.[CH2:64]1[O:65][CH2:66][CH2:67][CH2:68]1.[CH3:22][N:23]1[CH2:24][CH2:25][O:26][CH2:27][CH2:28]1.[F:51][c:52]1[cH:53][cH:54][c:55]2[c:56]([C:61](=[O:62])[OH:63])[n:57][nH:58][c:59]2[cH:60]1.[O:69]=[CH:70][N:71]([CH3:72])[CH3:73].[n:34]1([O:35][C:36]([N:37]([CH3:38])[CH3:39])=[N+:40]([CH3:41])[CH3:42])[c:43]2[cH:44][cH:45][cH:46][cH:47][c:48]2[n:49][n:50]1>>[C:1]([CH3:2])([CH3:3])([CH3:4])[O:5][C:6](=[O:7])[N:8]1[CH2:9][CH:10]([c:14]2[cH:15][c:16]([F:21])[c:17]([NH:20][C:61]([c:56]3[c:55]4[cH:54][cH:53][c:52]([F:51])[cH:60][c:59]4[nH:58][n:57]3)=[O:62])[cH:18][cH:19]2)[O:11][CH2:12][CH2:13]1. Reactants: IC1=CC(=CS1)C=O (5-iodo-3-thiophene carboxaldehyde), C(=C\C1=CC=CC=C1)/B(O)O ((E)-styrylboronic acid), ClC1=CC=C(CC=2C=C(SC2)C=O)C=C1 (4-(4-chlorobenzyl)thiophene-2-carbaldehyde). Product: C(=C\C1=CC=CC=C1)/C1=CC(=CS1)C=O ((E)-5-styrylthiophene-3-carbaldehyde). Isolated yield 20.0%. Reaction SMILES: I[C:2]1[S:6][CH:5]=[C:4]([CH:7]=[O:8])[CH:3]=1.[CH:9](/B(O)O)=[CH:10]\[C:11]1[CH:16]=[CH:15][CH:14]=[CH:13][CH:12]=1.ClC1C=CC(CC2C=C(C=O)SC=2)=CC=1>>[CH:9](/[C:2]1[S:6][CH:5]=[C:4]([CH:7]=[O:8])[CH:3]=1)=[CH:10]\[C:11]1[CH:16]=[CH:15][CH:14]=[CH:13][CH:12]=1. Procedure: (E)-5-styrylthiophene-3-carbaldehyde was synthesized from 5-iodo-3-thiophene carboxaldehyde and (E)-styrylboronic acid using the conditions to synthesize 4-(4-chlorobenzyl)thiophene-2-carbaldehyde. The crude product was chromatographed over silica gel (0 to 25% EtOAc in heptane over 30 min) to give (E)-5-styrylthiophene-3-carbaldehyde (0.115 g, 20% yield). 1H NMR (400 MHz, CDCl3) δ ppm 9.86 (s, 1H), 7.97 (s, 1H), 7.48 (m, 3H), 7.38 (m, 2H), 7.31 (m, 1H), 7.19 (d, J=16.2 Hz, 1H), 6.99 (d, J=16.2 ... Product: CC(=O)OC1CCC2(C)C(CCC3C4CCC(C(C)=O)C4(C)CC(O)C32Cl)C1. As a reaction SMILES: [C:1]([CH3:2])(=[O:3])[O:4][CH:5]1[CH2:6][CH:7]2[CH2:8][CH2:9][CH:10]3[CH:11]4[CH2:12][CH2:13][CH:14]([C:15]([CH3:16])=[O:17])[C:18]4([CH3:27])[CH2:19][CH:20]4[C:21]3([C:22]2([CH3:25])[CH2:23][CH2:24]1)[O:26]4.[C:29](=[O:30])([OH:31])[O-:32].[ClH:28].[Na+:33]>>[C:1]([CH3:2])(=[O:3])[O:4][CH:5]1[CH2:6][CH:7]2[CH2:8][CH2:9][CH:10]3[CH:11]4[CH2:12][CH2:13][CH:14]([C:15]([CH3:16])=[O:17])[C:18]4([CH3:27])[CH2:19][CH:20]([OH:26])[C:21]3([Cl:28])[C:22]2([CH3:25])[CH2:23][CH2:24]1. Starting materials: CC(=O)OC1CCC2(C)C(CCC3C4CCC(C(C)=O)C4(C)CC4OC432)C1, O=C([O-])O, Cl, [Na+].